Dataset: the Open Reaction Database (ORD), a public repository of structured organic reaction records. Task: describe an organic reaction: reactants, conditions, products, and yield Starting materials: C([O-])(O)=O.[Na+] (sodium bicarbonate), COC(CC1=CC=C(C=C1)Br)=O ((4-Bromo-phenyl)acetic acid methyl ester), C1(CCCCC1)P(C1=C(C=CC=C1)C1=C(C=CC=C1OC)OC)C1CCCCC1 (2-dicyclohexylphosphino-2′,6′-dimethoxy-1,1′-biphenyl), P(=O)([O-])([O-])[O-].[K+].[K+].[K+] (potassium phosphate), C(C)C(CC)(C1=CC(=C(C=C1)C#CC(CC)(O[Si](C)(C)C)CC)C)C1=CC(=C(C=C1)B1OC(C(O1)(C)C)(C)C)C (2-(4-{1-ethyl-1-[4-(3-ethyl-3-trimethylsilanyloxy-1-pentynyl)-3-methyl-phenyl]-propyl}-2-methyl-phenyl)-4,4,5,5-tetramethyl-[1,3,2]dioxaborolane). The reagents and catalysts are C(C)(=O)[O-].[Pd+2].C(C)(=O)[O-] (palladium acetate). The solvent is C1(=CC=CC=C1)C (toluene), O (water). Conditions: temperature 100 celsius, time 1 hour. Product: COC(CC1=CC=C(C=C1)C1=C(C=C(C=C1)C(CC)(C1=CC(=C(C=C1)C#CC(CC)(O[Si](C)(C)C)CC)C)CC)C)=O ((4′-{1-ethyl-1-[4-(3-ethyl-3-trimethylsilanyloxy-1-pentynyl)-3-methyl-phenyl]-propyl}-2′-methyl-biphenyl-4-yl)-acetic Acid Methyl Ester). The yield is 42.5%. RXN SMILES: [CH3:1][O:2][C:3](=[O:12])[CH2:4][C:5]1[CH:10]=[CH:9][C:8](Br)=[CH:7][CH:6]=1.C1(P(C2CCCCC2)C2C=CC=CC=2C2C(OC)=CC=CC=2OC)CCCCC1.P([O-])([O-])([O-])=O.[K+].[K+].[K+].[CH2:50]([C:52]([C:74]1[CH:79]=[CH:78][C:77](B2OC(C)(C)C(C)(C)O2)=[C:76]([CH3:89])[CH:75]=1)([C:55]1[CH:60]=[CH:59][C:58]([C:61]#[C:62][C:63]([CH2:71][CH3:72])([O:66][Si:67]([CH3:70])([CH3:69])[CH3:68])[CH2:64][CH3:65])=[C:57]([CH3:73])[CH:56]=1)[CH2:53][CH3:54])[CH3:51].C(=O)(O)[O-].[Na+]>C1(C)C=CC=CC=1.C([O-])(=O)C.[Pd+2].C([O-])(=O)C.O>[CH3:1][O:2][C:3](=[O:12])[CH2:4][C:5]1[CH:10]=[CH:9][C:8]([C:77]2[CH:78]=[CH:79][C:74]([C:52]([CH2:53][CH3:54])([C:55]3[CH:60]=[CH:59][C:58]([C:61]#[C:62][C:63]([CH2:71][CH3:72])([O:66][Si:67]([CH3:68])([CH3:69])[CH3:70])[CH2:64][CH3:65])=[C:57]([CH3:73])[CH:56]=3)[CH2:50][CH3:51])=[CH:75][C:76]=2[CH3:89])=[CH:7][CH:6]=1 |f:2.3.4.5,7.8,10.11.12|. Procedure: (4-Bromo-phenyl)acetic acid methyl ester (Tetrahedron Letters 44 (2003) 331-334; 27 mg, 0.118 mmol), palladium acetate (1.8 mg, 0.008 mmol), 2-dicyclohexylphosphino-2′,6′-dimethoxy-1,1′-biphenyl (6.6 mg, 0.016 mmol), potassium phosphate (50 mg, 0.234 mmol) and water (0.2 mL) were added to a solution of 2-(4-{1-ethyl-1-[4-(3-ethyl-3-trimethylsilanyloxy-1-pentynyl)-3-methyl-phenyl]-propyl}-2-methyl-phenyl)-4,4,5,5-tetramethyl-[1,3,2]dioxaborolane (Example 125-(3); 44 mg, 0.078 mmol) in toluene (2 ... Starting materials: OC(COC1=C2CCC(NC2=CC=C1)=O)CN1CCN(CC1)C1=CC=CC=C1 (5-[2-hydroxy-3-(4-phenylpiperazinyl)propoxy]-3,4-dihydrocarbostyril), CC(=O)C (acetone), C(C)(=O)Cl (acetyl chloride), N.O (ammonia water). The solvent is O (water). Product: C(C)(=O)OC(COC1=C2CCC(NC2=CC=C1)=O)CN1CCN(CC1)C1=CC=CC=C1 (5-[2-acetyloxy-3-(4-phenylpiperazinyl)propoxy]-3,4-dihydrocarbostyril). Reaction SMILES: [OH:1][CH:2]([CH2:16][N:17]1[CH2:22][CH2:21][N:20]([C:23]2[CH:28]=[CH:27][CH:26]=[CH:25][CH:24]=2)[CH2:19][CH2:18]1)[CH2:3][O:4][C:5]1[CH:14]=[CH:13][CH:12]=[C:11]2[C:6]=1[CH2:7][CH2:8][C:9](=[O:15])[NH:10]2.[CH3:29][C:30](C)=[O:31].C(Cl)(=O)C.N.O>O>[C:30]([O:1][CH:2]([CH2:16][N:17]1[CH2:18][CH2:19][N:20]([C:23]2[CH:28]=[CH:27][CH:26]=[CH:25][CH:24]=2)[CH2:21][CH2:22]1)[CH2:3][O:4][C:5]1[CH:14]=[CH:13][CH:12]=[C:11]2[C:6]=1[CH2:7][CH2:8][C:9](=[O:15])[NH:10]2)(=[O:31])[CH3:29] |f:3.4|. Procedure details: 2 Grams of 5-[2-hydroxy-3-(4-phenylpiperazinyl)propoxy]-3,4-dihydrocarbostyril are mixed with 30 ml of acetone and further 12 ml of acetyl chloride are added followed by heating for 10 hours under refluxing conditions. After cooling the reaction mixture, the product precipitated is collectd by filtration and washed with acetone. The crude crystals thus obtained are dissolved in 80 ml of water and made basic with ammonia-water, then extracted with chloroform, dried and chloroform is removed by di... Reactants: N=1NN=NC1C1=CC=C(C=C1)O (4-(2H-tetrazol-5-yl)phenol), C(=O)([O-])[O-].[K+].[K+] (K2CO3), C(C1=CC=CC=C1)Br (benzylbromide). The solvent is CC(=O)C (acetone). Conditions: temperature 50 celsius. Yields the product C(C1=CC=CC=C1)N1NNC(=N1)C1=CC=C(C=C1)O (3-N-Benzyl-4-(1H-tetrazol-5-yl)phenol). Yield: 72.3%. RXN SMILES: [N:1]1[NH:2][N:3]=[N:4][C:5]=1[C:6]1[CH:11]=[CH:10][C:9]([OH:12])=[CH:8][CH:7]=1.C([O-])([O-])=O.[K+].[K+].[CH2:19](Br)[C:20]1[CH:25]=[CH:24][CH:23]=[CH:22][CH:21]=1>CC(C)=O>[CH2:19]([N:3]1[N:4]=[C:5]([C:6]2[CH:11]=[CH:10][C:9]([OH:12])=[CH:8][CH:7]=2)[NH:1][NH:2]1)[C:20]1[CH:25]=[CH:24][CH:23]=[CH:22][CH:21]=1 |f:1.2.3|. Procedure details: A 20 mL round bottomed flask equipped with a Teflon coated magnetic stirring bar, a rubber septum and a reflux condenser was charged with acetone (25 mL), 4-(2H-tetrazol-5-yl)phenol (50 mg, 0.31 mmol) and K2CO3 (213 mg, 1.54 mmol). The reaction mixture was treated with benzylbromide (37 μL, 0.31 mmol) and heated at 50° C. for 18 h. The reaction mixture was cooled to ambient temperature and filtered to remove the K2CO3 and the filtrate was concentrated to dryness. The resulting residue was tritur... The product is C1(CCCCC1)CN1N(C(C=2[C@@H]3CC[C@](C12)(C3(C)C)C)=O)C3=CC=CC=C3 ((4R,7S)-1-(cyclohexyl)methyl-7,8,8-trimethyl-2-phenyl-1,2,4,5,6,7-hexahydro-4,7-methano-indazol-3-one). Isolated yield 4.1%. Conditions: temperature 100 celsius. Starting materials: C1(CCCCC1)CBr (cyclohexylmethyl bromide), C1(CCCCC1)CBr (cyclohexylmethyl bromide), C1(=CC=CC=C1)N1NC=2[C@@]3(CC[C@H](C2C1=O)C3(C)C)C ((4S,7R)-2-phenyl-7,8,8-trimethyl-1,2,4,5,6,7-hexahydro-4,7-methano-indazol-3-one), C1(=CC=CC=C1)N1NC=2[C@@]3(CC[C@H](C2C1=O)C3(C)C)C ((4S,7R)-2-phenyl-7,8,8-trimethyl-1,2,4,5,6,7-hexahydro-4,7-methano-indazol-3-one), C1(CCCCC1)CBr (cyclohexylmethyl bromide), C (charcoal). The solvent is ClCCl (dichloromethane), CN(C=O)C (N,N-dimethylformamide), CN(C=O)C (N,N-dimethylformamide), CO (methanol). As a reaction SMILES: [CH:1]1([CH2:7]Br)[CH2:6][CH2:5][CH2:4][CH2:3][CH2:2]1.[C:9]1([N:15]2[C:23](=[O:24])[C:22]3[C@@H:21]4[C:25]([CH3:27])([CH3:26])[C@@:18]([CH3:28])([CH2:19][CH2:20]4)[C:17]=3[NH:16]2)[CH:14]=[CH:13][CH:12]=[CH:11][CH:10]=1.C>[I-].C([N+](CCCC)(CCCC)CCCC)CCC.CN(C)C=O.ClCCl.CO>[CH:1]1([CH2:7][N:16]2[C:17]3[C@:18]4([CH3:28])[C:25]([CH3:27])([CH3:26])[C@@H:21]([CH2:20][CH2:19]4)[C:22]=3[C:23](=[O:24])[N:15]2[C:9]2[CH:10]=[CH:11][CH:12]=[CH:13][CH:14]=2)[CH2:6][CH2:5][CH2:4][CH2:3][CH2:2]1 |f:3.4|. Reagents/catalysts: [I-].C(CCC)[N+](CCCC)(CCCC)CCCC (tetra-n-butylammonium iodide), [I-].C(CCC)[N+](CCCC)(CCCC)CCCC (tetra-n-butylammonium iodide). Reported procedure: A mixture of cyclohexylmethyl bromide (2.1 mL, 15 mmol), (4R,7S)-2-phenyl-7,8,8-trimethyl-1,2,4,5,6,7-hexahydro-4,7-methano-indazol-3-one (Intermediate 6; 395 mg, 1.47 mmol) and tetra-n-butylammonium iodide (400 mg, 1.08 mmol) in N,N-dimethylformamide (4 mL) was heated in an oil-bath at 100° C. for 64 h. Additional quantities of in N,N-dimethylformamide (2 mL), cyclohexylmethyl bromide (2.1 mL, 15 mmol), and tetra-n-butylammonium iodide (400 mg, 1.08 mmol) were added and the mixture was heated a...